This data is from the Open Reaction Database (ORD), a public repository of structured organic reaction records. The task is: describe an organic reaction: reactants, conditions, products, and yield Starting materials: CC(=O)OCC(=O)C1(OC(C)=O)C(C)CC2C3CC(C)C4=CC(=O)C=CC4(C)C3(Br)C(O)CC21C, CCCC[SnH](CCCC)CCCC. As a reaction SMILES: [C:1]([CH3:2])(=[O:3])[O:4][C:5]1([C:6]([CH2:7][O:8][C:9]([CH3:10])=[O:11])=[O:12])[CH:13]([CH3:35])[CH2:14][CH:15]2[CH:16]3[CH2:17][CH:18]([CH3:34])[C:19]4=[CH:20][C:21](=[O:33])[CH:22]=[CH:23][C:24]4([CH3:25])[C:26]3([Br:32])[CH:27]([OH:31])[CH2:28][C:29]12[CH3:30].[CH2:36]([SnH:37]([CH2:38][CH2:39][CH2:40][CH3:41])[CH2:42][CH2:43][CH2:44][CH3:45])[CH2:46][CH2:47][CH3:48]>>[C:1]([CH3:2])(=[O:3])[O:4][C:5]1([C:6]([CH2:7][O:8][C:9]([CH3:10])=[O:11])=[O:12])[CH:13]([CH3:35])[CH2:14][CH:15]2[CH:16]3[CH2:17][CH:18]([CH3:34])[C:19]4=[CH:20][C:21](=[O:33])[CH:22]=[CH:23][C:24]4([CH3:25])[CH:26]3[CH:27]([OH:31])[CH2:28][C:29]12[CH3:30]. Yields the product CC(=O)OCC(=O)C1(OC(C)=O)C(C)CC2C3CC(C)C4=CC(=O)C=CC4(C)C3C(O)CC21C. The reactants are CCN=C=NCCCN(C)C, CCN(C(C)C)C(C)C, O=C(O)C(F)(F)F, NCC(=O)N1CCN(C(=O)c2ccccc2C(F)(F)F)CC1, CN(C)C=O, O, On1nnc2ccccc21, O=C(O)C1CCN(CCCc2ccccc2)CC1. Yields the product O=C(NCC(=O)N1CCN(C(=O)c2ccccc2C(F)(F)F)CC1)C1CCN(CCCc2ccccc2)CC1. As a reaction SMILES: [CH3:38][CH2:39][N:40]=[C:41]=[N:42][CH2:43][CH2:44][CH2:45][N:46]([CH3:47])[CH3:48].[CH:1]([N:2]([CH2:3][CH3:4])[CH:5]([CH3:6])[CH3:7])([CH3:8])[CH3:9].[F:49][C:50]([F:51])([F:52])[C:53]([OH:54])=[O:55].[NH2:56][CH2:57][C:58](=[O:59])[N:60]1[CH2:61][CH2:62][N:63]([C:66]([c:67]2[c:68]([C:73]([F:74])([F:75])[F:76])[cH:69][cH:70][cH:71][cH:72]2)=[O:77])[CH2:64][CH2:65]1.[O:78]=[CH:79][N:80]([CH3:81])[CH3:82].[OH2:83].[OH:28][n:29]1[c:30]2[c:31]([cH:32][cH:33][cH:34][cH:35]2)[n:36][n:37]1.[c:10]1([CH2:16][CH2:17][CH2:18][N:19]2[CH2:20][CH2:21][CH:22]([C:25](=[O:26])[OH:27])[CH2:23][CH2:24]2)[cH:11][cH:12][cH:13][cH:14][cH:15]1>>[c:10]1([CH2:16][CH2:17][CH2:18][N:19]2[CH2:20][CH2:21][CH:22]([C:25](=[O:27])[NH:56][CH2:57][C:58](=[O:59])[N:60]3[CH2:61][CH2:62][N:63]([C:66]([c:67]4[c:68]([C:73]([F:74])([F:75])[F:76])[cH:69][cH:70][cH:71][cH:72]4)=[O:77])[CH2:64][CH2:65]3)[CH2:23][CH2:24]2)[cH:11][cH:12][cH:13][cH:14][cH:15]1.